The task is: describe an organic reaction: reactants, conditions, products, and yield. This data is from the Open Reaction Database (ORD), a public repository of structured organic reaction records. The reactants are Cl.COC1=CC=C(C=C1)CC1=C(C=CC=C1)C1CCNCC1 (4-[α-(4-methoxyphenyl)-2-tolyl]piperidine hydrochloride), Br (HBr). Run in O (water). Run at temperature 157 celsius, time 32 minute. Yields the product OC1=CC=C(C=C1)CC1=C(C=CC=C1)C1CCNCC1 (4-[α-(4-hydroxyphenyl)-2-tolyl]piperidine). RXN SMILES: Cl.C[O:3][C:4]1[CH:9]=[CH:8][C:7]([CH2:10][C:11]2[CH:16]=[CH:15][CH:14]=[CH:13][C:12]=2[CH:17]2[CH2:22][CH2:21][NH:20][CH2:19][CH2:18]2)=[CH:6][CH:5]=1.Br>O>[OH:3][C:4]1[CH:5]=[CH:6][C:7]([CH2:10][C:11]2[CH:16]=[CH:15][CH:14]=[CH:13][C:12]=2[CH:17]2[CH2:18][CH2:19][NH:20][CH2:21][CH2:22]2)=[CH:8][CH:9]=1 |f:0.1|. Procedure details: A mixture of 3 g of 4-[α-(4-methoxyphenyl)-2-tolyl]piperidine hydrochloride, Example 39, and 48 ml of 48% HBr is refluxed on an oil bath (157° C.) with stirring for 32 minutes, cooled and then poured onto 48 ml of cooled water. The resulting suspension is quenched with 48 ml of concentrated ammonium hydroxide, stirred thoroughly and the solid is collected by suction filtration. The filter cake is dried in vacuo at 40° C. over sodium hydroxide pellets and then dissolved in 500 ml of hot absolute ... Starting materials: O=C([O-])[O-], C1CCOC1, COc1ccc(N)cc1, CC(C)(C)OC(=O)N1CCN(C(=O)c2coc(Cl)n2)C(COc2cccnc2)C1, [K+], [K+]. Yields the product COc1ccc(Nc2nc(C(=O)N3CCN(C(=O)OC(C)(C)C)CC3COc3cccnc3)co2)cc1. As a reaction SMILES: [C:39](=[O:40])([O-:41])[O-:42].[CH2:45]1[O:46][CH2:47][CH2:48][CH2:49]1.[CH3:30][O:31][c:32]1[cH:33][cH:34][c:35]([NH2:38])[cH:36][cH:37]1.[Cl:1][c:2]1[o:3][cH:4][c:5]([C:7](=[O:8])[N:9]2[CH:10]([CH2:22][O:23][c:24]3[cH:25][n:26][cH:27][cH:28][cH:29]3)[CH2:11][N:12]([C:15](=[O:16])[O:17][C:18]([CH3:19])([CH3:20])[CH3:21])[CH2:13][CH2:14]2)[n:6]1.[K+:43].[K+:44]>>[c:2]1([NH:38][c:35]2[cH:34][cH:33][c:32]([O:31][CH3:30])[cH:37][cH:36]2)[o:3][cH:4][c:5]([C:7](=[O:8])[N:9]2[CH:10]([CH2:22][O:23][c:24]3[cH:25][n:26][cH:27][cH:28][cH:29]3)[CH2:11][N:12]([C:15](=[O:16])[O:17][C:18]([CH3:19])([CH3:20])[CH3:21])[CH2:13][CH2:14]2)[n:6]1. Reactants: CC(C)n1nc(C(=O)NC2CC(CC(=O)O)N(C(=O)OC(C)(C)C)C2)c2cc(F)ccc21, CNC. Yields the product CC(C)n1nc(C(=O)NC2CC(CC(=O)N(C)C)N(C(=O)OC(C)(C)C)C2)c2cc(F)ccc21. RXN SMILES: [C:1]([CH3:2])([CH3:3])([CH3:4])[O:5][C:6](=[O:7])[N:8]1[CH:9]([CH2:29][C:30](=[O:31])[OH:32])[CH2:10][CH:11]([NH:13][C:14](=[O:15])[c:16]2[n:17][n:18]([CH:26]([CH3:27])[CH3:28])[c:19]3[cH:20][cH:21][c:22]([F:25])[cH:23][c:24]23)[CH2:12]1.[CH3:33][NH:34][CH3:35]>>[C:1]([CH3:2])([CH3:3])([CH3:4])[O:5][C:6](=[O:7])[N:8]1[CH:9]([CH2:29][C:30](=[O:31])[N:34]([CH3:33])[CH3:35])[CH2:10][CH:11]([NH:13][C:14](=[O:15])[c:16]2[n:17][n:18]([CH:26]([CH3:27])[CH3:28])[c:19]3[cH:20][cH:21][c:22]([F:25])[cH:23][c:24]23)[CH2:12]1. The reactants are CC=1NC(CSC1C1C(=CN(C=C1)C(=O)OCC(Cl)(Cl)Cl)C)=O (5-methyl-6-[1-(2,2,2-trichloroethoxycarbonyl)-3-methyl-1,4dihydro-4-pyridinyl]-2H-1,4-thiazin-3(4H)-one), [S] (sulfur). Solvent: CN(C=O)C (N,N-dimethylformamide). Reaction conditions: temperature 160 celsius. Product: CC=1NC(CSC1C1=C(C=NC=C1)C)=O (5-methyl-6-(3-methyl-4-pyridinyl)-2H-1,4-thiazin-3(4H)-one). Isolated yield 85.2%. As a reaction SMILES: [CH3:1][C:2]1[NH:3][C:4](=[O:23])[CH2:5][S:6][C:7]=1[CH:8]1[CH:13]=[CH:12][N:11](C(OCC(Cl)(Cl)Cl)=O)[CH:10]=[C:9]1[CH3:22].[S]>CN(C)C=O>[CH3:1][C:2]1[NH:3][C:4](=[O:23])[CH2:5][S:6][C:7]=1[C:8]1[CH:13]=[CH:12][N:11]=[CH:10][C:9]=1[CH3:22] |^3:23|. Procedure: The mixture of 5-methyl-6-[1-(2,2,2-trichloroethoxycarbonyl)-3-methyl-1,4dihydro-4-pyridinyl]-2H-1,4-thiazin-3(4H)-one (250 mg) and sulfur (125 mg) in N,N-dimethylformamide (2 ml) was heated at 160° C. for 1 hour. N,N-dimethylformamide was removed under reduced pressure and residue was extracted with 2N hydrochloric acid. The insoluble solid was removed by filtration and filtrate was washed with ether. The aqueous solution was adjusted to pH 7.2 by 2N aqueous sodium hydroxide. The precipitates w... Starting materials: [Al+3], BrCc1ccccc1, CCOC(=O)c1cc2ccccc2[nH]1, CCI, C1CCOC1, C[Si](C)(C)[N-][Si](C)(C)C, [H-], [H-], [H-], [H-], [H-], [H-], [I-], [K+], [Li+], [Na+], O=[Mn]=O, CN(C)C=O. Product: c1ccc2[nH]ccc2c1. Reaction SMILES: [Al+3:16].[Br:23][CH2:24][c:25]1[cH:26][cH:27][cH:28][cH:29][cH:30]1.[CH2:1]([O:2][C:3](=[O:4])[c:6]1[nH:7][c:8]2[cH:9][cH:10][cH:11][cH:12][c:13]2[cH:14]1)[CH3:5].[CH2:31]([I:32])[CH3:33].[CH2:54]1[O:55][CH2:56][CH2:57][CH2:58]1.[CH3:37][Si:38]([N-:39][Si:40]([CH3:41])([CH3:42])[CH3:43])([CH3:44])[CH3:45].[H-:15].[H-:18].[H-:19].[H-:20].[H-:21].[H-:34].[I-:22].[K+:36].[Li+:17].[Na+:35].[O:46]=[Mn:47]=[O:48].[O:49]=[CH:50][N:51]([CH3:52])[CH3:53]>>[cH:6]1[nH:7][c:8]2[cH:9][cH:10][cH:11][cH:12][c:13]2[cH:14]1.